describe an organic reaction: reactants, conditions, products, and yield From a dataset of the Open Reaction Database (ORD), a public repository of structured organic reaction records. Starting materials: O=C(O)c1cc2c(Br)cccc2[nH]1, Cl, Cl, Cl, NC1CCN(CCN2C3CCC2CC(O)C3)CC1. Product: O=C(NC1CCN(CCN2C3CCC2CC(O)C3)CC1)c1cc2c(Br)cccc2[nH]1. RXN SMILES: [Br:1][c:2]1[c:3]2[cH:4][c:5]([C:11](=[O:12])[OH:13])[nH:6][c:7]2[cH:8][cH:9][cH:10]1.[ClH:14].[ClH:15].[ClH:16].[NH2:17][CH:18]1[CH2:19][CH2:20][N:21]([CH2:24][CH2:25][N:26]2[CH:27]3[CH2:28][CH:29]([OH:34])[CH2:30][CH:31]2[CH2:32][CH2:33]3)[CH2:22][CH2:23]1>>[Br:1][c:2]1[c:3]2[cH:4][c:5]([C:11](=[O:13])[NH:17][CH:18]3[CH2:19][CH2:20][N:21]([CH2:24][CH2:25][N:26]4[CH:27]5[CH2:28][CH:29]([OH:34])[CH2:30][CH:31]4[CH2:32][CH2:33]5)[CH2:22][CH2:23]3)[nH:6][c:7]2[cH:8][cH:9][cH:10]1.